From a dataset of the Open Reaction Database (ORD), a public repository of structured organic reaction records. describe an organic reaction: reactants, conditions, products, and yield Starting materials: C(CCC)N(C(C)=O)C1CC(NC(C1)(C)C)(C)C (N-butyl-N-(2,2,6,6-tetramethylpiperidin-4-yl)acetamide), sodium tungstate-dihydrate, C(CN(CC(=O)O)CC(=O)O)N(CC(=O)O)CC(=O)O (ethylenediamine-tetraacetic acid), OO (hydrogen peroxide). The solvent is CO (methanol). Run at time 2 hour. Product: C(CCC)N(C(C)=O)C1CC(N(C(C1)(C)C)O)(C)C (N-Butyl-N-(1-oxyl-2,2,6,6-tetramethylpiperidin-4-yl)acetamide). RXN SMILES: [CH2:1]([N:5]([CH:9]1[CH2:14][C:13]([CH3:16])([CH3:15])[NH:12][C:11]([CH3:18])([CH3:17])[CH2:10]1)[C:6](=[O:8])[CH3:7])[CH2:2][CH2:3][CH3:4].C(N(CC(O)=O)CC(O)=O)CN(CC(O)=O)CC(O)=[O:24].OO>CO>[CH2:1]([N:5]([CH:9]1[CH2:14][C:13]([CH3:16])([CH3:15])[N:12]([OH:24])[C:11]([CH3:17])([CH3:18])[CH2:10]1)[C:6](=[O:8])[CH3:7])[CH2:2][CH2:3][CH3:4]. Procedure details: To a stirred 50° C. solution of 13.3 g of N-butyl-N-(2,2,6,6-tetramethylpiperidin-4-yl)acetamide, 0.075 g of sodium tungstate-dihydrate and 0.075 g of ethylenediamine-tetraacetic acid in 25 mL of methanol is added 35 mL of 30% aqueous hydrogen peroxide over a three hour period. After the addition is complete, the reaction mixture is stirred another two hours. The reaction mixture is then partitioned between diethyl ether and water. The organic phase is washed with water, 1% aqueous hydrogen chlo...